describe an organic reaction: reactants, conditions, products, and yield From a dataset of the Open Reaction Database (ORD), a public repository of structured organic reaction records. Starting materials: N1(N=CN=C1)C=1C=C(N)C=CC1 (3-(1,2,4-triazol-1-yl)aniline), C1(=CC=CC=2C3=CC=CC=C3NC12)C(=O)O (9H-carbazole-1-carboxylic acid), OS1C=NC2=C1C=CC=C2 (1-hydroxybenzothiazole), Cl.C(C)N=C=NCCCN(C)C (1-ethyl-3-(3-dimethylaminopropyl)carbodiimide hydrochloride). Reagents/catalysts: CN(C1=CC=NC=C1)C (4-dimethylaminopyridine). Reported procedure: To a suspension of 9H-carbazole-1-carboxylic acid (148 mg) and 1-hydroxybenzothiazole (114 mg) in dichloromethane (3 ml) was added 1-ethyl-3-(3-dimethylaminopropyl)carbodiimide hydrochloride (201 mg) and the mixture was stirred for 15 minutes. After adding 3-(1,2,4-triazol-1-yl)aniline (123 mg) and 4-dimethylaminopyridine (128 mg), the mixture was stirred for 24 hours. The mixture was evaporated under reduced pressure and purified by a silica gel column chromatography eluting with 2% methanol in... The solvent is ClCCl (dichloromethane). The yield is 41.6%. Yields the product N1(N=CN=C1)C=1C=C(C=CC1)NC(=O)C1=CC=CC=2C3=CC=CC=C3NC12 (N-[3-(1,2,4-triazol-1-yl)-phenyl]-9H-carbazole-1-carboxamide). Reaction SMILES: [C:1]1([C:14]([OH:16])=O)[C:13]2[NH:12][C:11]3[C:6](=[CH:7][CH:8]=[CH:9][CH:10]=3)[C:5]=2[CH:4]=[CH:3][CH:2]=1.OS1C2C=CC=CC=2N=C1.Cl.C(N=C=NCCCN(C)C)C.[N:39]1([C:44]2[CH:45]=[C:46]([CH:48]=[CH:49][CH:50]=2)[NH2:47])[CH:43]=[N:42][CH:41]=[N:40]1>ClCCl.CN(C)C1C=CN=CC=1>[N:39]1([C:44]2[CH:45]=[C:46]([NH:47][C:14]([C:1]3[C:13]4[NH:12][C:11]5[C:6](=[CH:7][CH:8]=[CH:9][CH:10]=5)[C:5]=4[CH:4]=[CH:3][CH:2]=3)=[O:16])[CH:48]=[CH:49][CH:50]=2)[CH:43]=[N:42][CH:41]=[N:40]1 |f:2.3|. Run at time 15 minute. Starting materials: C([O-])([O-])=O.[Na+].[Na+] (sodium carbonate), CN(C(OC(C)(C)C)=O)C1=CC=C(C=C1)B1OC(C(O1)(C)C)(C)C (tert-butyl methyl(4-(4,4,5,5-tetramethyl-1,3,2-dioxaborolan-2-yl)phenyl)carbamate), BrC1=CC(=C(C(=O)OC(C)(C)C)C=C1)NC(=O)C=1C=NC=C(C1)C1=CC=CC=C1 (tert-butyl 4-bromo-2-(5-phenylpyridine-3-carboxamido)benzoate), aqueous solution, C(CC(O)(C(=O)O)CC(=O)O)(=O)O (citric acid). Reagents/catalysts: Cl[Pd]([P](C1=CC=CC=C1)(C2=CC=CC=C2)C3=CC=CC=C3)([P](C4=CC=CC=C4)(C5=CC=CC=C5)C6=CC=CC=C6)Cl (bis(triphenylphosphine)palladium(II) dichloride). The solvent is COCCOC (ethylene glycol dimethyl ether), O (Water), C(C)(=O)OCC (ethyl acetate). Product: C(C)(C)(C)OC(=O)N(C1=CC=C(C=C1)C1=CC(=C(C(=O)OC(C)(C)C)C=C1)NC(=O)C=1C=NC=C(C1)C1=CC=CC=C1)C (tert-butyl 4-(4-((tert-butoxycarbonyl)(methyl)amino)phenyl)-2-(5-phenylpyridine-3-carboxamido)benzoate). The yield is 83.4%. Reaction SMILES: C(=O)([O-])[O-].[Na+].[Na+].[CH3:7][N:8]([C:16]1[CH:21]=[CH:20][C:19](B2OC(C)(C)C(C)(C)O2)=[CH:18][CH:17]=1)[C:9](=[O:15])[O:10][C:11]([CH3:14])([CH3:13])[CH3:12].Br[C:32]1[CH:44]=[CH:43][C:35]([C:36]([O:38][C:39]([CH3:42])([CH3:41])[CH3:40])=[O:37])=[C:34]([NH:45][C:46]([C:48]2[CH:49]=[N:50][CH:51]=[C:52]([C:54]3[CH:59]=[CH:58][CH:57]=[CH:56][CH:55]=3)[CH:53]=2)=[O:47])[CH:33]=1.C(O)(=O)CC(CC(O)=O)(C(O)=O)O>Cl[Pd](Cl)([P](C1C=CC=CC=1)(C1C=CC=CC=1)C1C=CC=CC=1)[P](C1C=CC=CC=1)(C1C=CC=CC=1)C1C=CC=CC=1.C(OCC)(=O)C.COCCOC.O>[C:11]([O:10][C:9]([N:8]([CH3:7])[C:16]1[CH:17]=[CH:18][C:19]([C:32]2[CH:44]=[CH:43][C:35]([C:36]([O:38][C:39]([CH3:41])([CH3:40])[CH3:42])=[O:37])=[C:34]([NH:45][C:46]([C:48]3[CH:49]=[N:50][CH:51]=[C:52]([C:54]4[CH:59]=[CH:58][CH:57]=[CH:56][CH:55]=4)[CH:53]=3)=[O:47])[CH:33]=2)=[CH:20][CH:21]=1)=[O:15])([CH3:12])([CH3:13])[CH3:14] |f:0.1.2,^1:75,94|. Reported procedure: Water (0.60 mL), sodium carbonate (88 mg), tert-butyl methyl(4-(4,4,5,5-tetramethyl-1,3,2-dioxaborolan-2-yl)phenyl)carbamate (0.13 g), and bis(triphenylphosphine)palladium(II) dichloride (5.0 mg) were added to an ethylene glycol dimethyl ether (2.0 mL) solution of tert-butyl 4-bromo-2-(5-phenylpyridine-3-carboxamido)benzoate (0.15 g), followed by heating to reflux under a nitrogen atmosphere for 1 hour. The reaction mixture was cooled to room temperature, and then a 10% aqueous solution of citri... Reactants: [N+](=O)([O-])C=1C=C(C=C2C(N(C(S2)=S)C2=CC=CC=C2)=O)C=CC1 (5-m-nitrobenzylidene-3-phenylrhodanine), [I-].S1C(=NC2=C1C=CC=C2)N2C(C=C(C=C2C2=CC=CC=C2)C2=CC=CC=C2)C=CC2=CC=C(C=C2)N(C)C (1-(2-benzothiazolyl)-2-(p-dimethylaminostyryl)-4,6-diphenylpyridine iodide), ClC=1C=C(C2=C(NN=N2)C1)[N+](=O)[O-] (6-chloro-4-nitrobenzotriazole), C(C)N1C(SC2=C1C=CC=C2)=CC=CC=C2C(C(C(C(C2=O)=O)=CC=CC=C2SC1=C(N2CC)C=CC=C1)=O)=O (3,6-bis[4-(3-ethyl-2-benzothiazolinylidene)-2-butenylidene]-1,2,4,5-cyclohexanetetrone), [Cl-].IC1=CC=C(C=C1)N1[NH2+]C(=NN1C1=CC=C(C=C1)[N+](=O)[O-])C1=CC=CC=C1 (2-(4-iodophenyl)-3-(4-nitrophenyl)-5-phenyl-tetrazolium chloride), [N+](=O)([O-])C1=CC(=CC=2NN=NC21)Cl (4-nitro-6-chlorobenzotriazole), COS(=O)(=O)[O-].C[N+]1=CC=CC2=CC=CC(=C12)[N+](=O)[O-] (1-methyl-8-nitroquinolinium methylsulfate), anhydro-2-p-dimethylaminophenyliminomethyl-6-nitro-3-(4-sulfobutyl)benzothiazoline hydroxide, [Cl-].NC1=CC(=CC2=[N+](C3=CC=CC=C3N=C12)C)N (1,3-diamino-5-methylphenazinium chloride), C(C)N1C(SC(C1=O)=CC1=CC(=CC=C1)[N+](=O)[O-])=S (3-ethyl-5-m-nitrobenzylidenerhodanine), [N+](=O)([O-])C1=C(C=C2C(N(C(S2)=S)C2=CC=CC=C2)=O)C=CC=C1 (5-o-nitrobenzylidene-3-phenylrhodanine), [Cl-].C1(=CC=CC=C1)N1[NH2+]C(=NN1C1=CC=CC=C1)C1=CC=CC=C1 (2,3,5-triphenyl-2H-tetrazolium chloride), 1,3-diethyl-5-[1,3-neopentylene-6-(1,3,3-trimethyl-2-indolinylidene)-2,4-hexadienylidene]-2-thiobarbituric acid, silver halide, C(C)N1C(SC(C1=O)=CC1=C(C=C(C=C1)[N+](=O)[O-])[N+](=O)[O-])=S (3-ethyl-5-(2,4-dinitrobenzylidene)rhodanine), CN(C1=CC=C(C=C1)N=CC=1SC2=C(N1)C=CC=C2)C (2-(p-dimethylaminophenyliminomethyl)-benzothiazole). Yields the product [N+](=O)([O-])C=1C=C(C=C2C(NC(S2)=S)=O)C=CC1 (5-m-nitrobenzylidenerhodanine). RXN SMILES: [N+:1]([C:4]1[CH:5]=[C:6]([CH:21]=[CH:22][CH:23]=1)[CH:7]=[C:8]1[S:12][C:11](=[S:13])[N:10](C2C=CC=CC=2)[C:9]1=[O:20])([O-:3])=[O:2].C(N1C(=O)C(=CC2C=CC=C([N+]([O-])=O)C=2)SC1=S)C.C(N1C(=O)C(=CC2C=CC([N+]([O-])=O)=CC=2[N+]([O-])=O)SC1=S)C.[N+](C1C=CC=CC=1C=C1SC(=S)N(C2C=CC=CC=2)C1=O)([O-])=O.ClC1C=C([N+]([O-])=O)C2N=NNC=2C=1.CN(C)C1C=CC(N=CC2SC3C=CC=CC=3N=2)=CC=1.[Cl-].NC1C2C(=[N+](C)C3C(N=2)=CC=CC=3)C=C(N)C=1.[I-].S1C2C=CC=CC=2N=C1N1C(C2C=CC=CC=2)=CC(C2C=CC=CC=2)=CC1C=CC1C=CC(N(C)C)=CC=1.[Cl-].C1(N2N(C3C=CC=CC=3)N=C(C3C=CC=CC=3)[NH2+]2)C=CC=CC=1.[Cl-].IC1C=CC(N2N(C3C=CC([N+]([O-])=O)=CC=3)N=C(C3C=CC=CC=3)[NH2+]2)=CC=1.COS([O-])(=O)=O.C[N+]1C2C(=CC=CC=2[N+]([O-])=O)C=CC=1.C(N1C2C=CC=CC=2SC1=CC=CC=C1C(=O)C(=O)C(=CC=CC=C2N(CC)C3C=CC=CC=3S2)C(=O)C1=O)C>>[N+:1]([C:4]1[CH:5]=[C:6]([CH:21]=[CH:22][CH:23]=1)[CH:7]=[C:8]1[S:12][C:11](=[S:13])[NH:10][C:9]1=[O:20])([O-:3])=[O:2] |f:6.7,8.9,10.11,12.13,14.15|. Reported procedure: 5-m-nitrobenzylidene-3-phenylrhodanine; 3-ethyl-5-m-nitrobenzylidenerhodanine; 3-ethyl-5-(2,4-dinitrobenzylidene)rhodanine; 5-o-nitrobenzylidene-3-phenylrhodanine; 6-chloro-4-nitrobenzotriazole; 2-(p-dimethylaminophenyliminomethyl)-benzothiazole ethoethylsulfate; 1,3-diamino-5-methylphenazinium chloride; 4-nitro-6-chlorobenzotriazole; anhydro-2-p-dimethylaminophenyliminomethyl-6-nitro-3-(4-sulfobutyl)benzothiazoline hydroxide; 1-(2-benzothiazolyl)-2-(p-dimethylaminostyryl)-4,6-diphenylpyridine i... Starting materials: C1(=CC=CC=C1)COC(NC[C@@H]1CNCC1)=O (phenylmethyl[(3S)-3-pyrrolidinylmethyl]carbamate), LiClO4, COC1=NC2=C(C=CN=C2C=C1)[C@@H]1OC1 (2-(methyloxy)-8-[(2S)-2-oxiranyl]-1,5-naphthyridine). Solvent: CN(C)C=O (DMF). Conditions: time 24 hour. Yields the product C1(=CC=CC=C1)COC(NC[C@H]1CN(CC1)C[C@H](C1=CC=NC2=CC=C(N=C12)OC)O)=O (phenylmethyl[((3S)-1-{(2S)-2-hydroxy-2-[6-(methyloxy)-1,5-naphthyridin-4-yl]ethyl}-3-pyrrolidinyl)methyl]carbamate). Yield: 24.4%. RXN SMILES: [C:1]1([CH2:7][O:8][C:9](=[O:17])[NH:10][CH2:11][C@H:12]2[CH2:16][CH2:15][NH:14][CH2:13]2)[CH:6]=[CH:5][CH:4]=[CH:3][CH:2]=1.[CH3:18][O:19][C:20]1[CH:29]=[CH:28][C:27]2[C:22](=[C:23]([C@H:30]3[CH2:32][O:31]3)[CH:24]=[CH:25][N:26]=2)[N:21]=1>CN(C=O)C>[C:1]1([CH2:7][O:8][C:9](=[O:17])[NH:10][CH2:11][C@@H:12]2[CH2:16][CH2:15][N:14]([CH2:32][C@@H:30]([OH:31])[C:23]3[C:22]4[C:27](=[CH:28][CH:29]=[C:20]([O:19][CH3:18])[N:21]=4)[N:26]=[CH:25][CH:24]=3)[CH2:13]2)[CH:2]=[CH:3][CH:4]=[CH:5][CH:6]=1. Procedure details: To a solution of phenylmethyl[(3S)-3-pyrrolidinylmethyl]carbamate (0.53 g, 2.27 mmole) and LiClO4 (0.24 g, 2.27 mmole) in DMF (1 mL) was added 2-(methyloxy)-8-[(2S)-2-oxiranyl]-1,5-naphthyridine (0.45 g, 2.25 mmole). After 24 h at 80° C., the reaction contents were purified on silica gel (CHCl3/MeOH, 9:1, containing 5% NH4OH) to afford the title compound (0.24 g, 25%) as a light yellow oil: LC-MS (ES) m/e 437 (M+H)+. The reactants are CN1N=C(C=C1)NC(=O)C1=NC(=CC=C1Br)C (3-Bromo-6-methyl-pyridine-2-carboxylic acid (1-methyl-1H-pyrazol-3-yl)-amide), NC1=NC(=C(C=C1)F)C (2-Amino-5-fluoro-6-methylpyridine). Yields the product CN1N=C(C=C1)NC(=O)C1=NC(=CC=C1NC1=NC(=C(C=C1)F)C)C (3-(5-Fluoro-6-methyl-pyridin-2-ylamino)-6-methyl-pyridine-2-carboxylic acid (1-methyl-1H-pyrazol-3-yl)-amide). Reaction SMILES: [CH3:1][N:2]1[CH:6]=[CH:5][C:4]([NH:7][C:8]([C:10]2[C:15](Br)=[CH:14][CH:13]=[C:12]([CH3:17])[N:11]=2)=[O:9])=[N:3]1.[NH2:18][C:19]1[CH:24]=[CH:23][C:22]([F:25])=[C:21]([CH3:26])[N:20]=1>>[CH3:1][N:2]1[CH:6]=[CH:5][C:4]([NH:7][C:8]([C:10]2[C:15]([NH:18][C:19]3[CH:24]=[CH:23][C:22]([F:25])=[C:21]([CH3:26])[N:20]=3)=[CH:14][CH:13]=[C:12]([CH3:17])[N:11]=2)=[O:9])=[N:3]1. Reported procedure: The title compound, was prepared from 3-Bromo-6-methyl-pyridine-2-carboxylic acid (1-methyl-1H-pyrazol-3-yl)-amide in accordance with the general method of Example 78, step 3 using 2-Amino-5-fluoro-6-methylpyridine instead of 3-Amino-1-methyl-pyrazole to yield the final compound as a light yellow solid, MS (ISP): m/e=341 (M+H+).